This data is from the Open Reaction Database (ORD), a public repository of structured organic reaction records. The task is: describe an organic reaction: reactants, conditions, products, and yield The reactants are ClC1=CC(=NC=C1)OC1=CC=C(C=O)C=C1 (4-[(4-chloro-2-pyridinyl)oxy]benzaldehyde), S(=O)(Cl)Cl (thionyl chloride), CN1N=CC(=C1)CC=1C(NC(NC1)=S)=O (5-[(1-methyl-1H-pyrazol-4-yl)methyl]-2-thioxo-2,3-dihydro-4(1H)-pyrimidinone), [BH4-].[Na+] (NaBH4). The solvent is C(Cl)Cl (DCM), CO (methanol). Conditions: temperature 60 celsius, time 8 hour. Yields the product ClC1=CC(=NC=C1)OC1=CC=C(C=C1)CSC=1NC=C(C(N1)=O)CC=1C=NN(C1)C (2-[({4-[(4-chloro-2-pyridinyl)oxy]phenyl}methyl)thio]-5-[(1-methyl-1H-pyrazol-4-yl)methyl]-4(1H)-pyrimidinone). Isolated yield 58.4%. RXN SMILES: [Cl:1][C:2]1[CH:7]=[CH:6][N:5]=[C:4]([O:8][C:9]2[CH:16]=[CH:15][C:12]([CH:13]=O)=[CH:11][CH:10]=2)[CH:3]=1.[BH4-].[Na+].S(Cl)(Cl)=O.[CH3:23][N:24]1[CH:28]=[C:27]([CH2:29][C:30]2[C:31](=[O:37])[NH:32][C:33](=[S:36])[NH:34][CH:35]=2)[CH:26]=[N:25]1>CO.C(Cl)Cl>[Cl:1][C:2]1[CH:7]=[CH:6][N:5]=[C:4]([O:8][C:9]2[CH:16]=[CH:15][C:12]([CH2:13][S:36][C:33]3[NH:34][CH:35]=[C:30]([CH2:29][C:27]4[CH:26]=[N:25][N:24]([CH3:23])[CH:28]=4)[C:31](=[O:37])[N:32]=3)=[CH:11][CH:10]=2)[CH:3]=1 |f:1.2|. Procedure: To a solution of 4-[(4-chloro-2-pyridinyl)oxy]benzaldehyde (120 mg, 0.514 mmol), (which may be prepared according to procedures described in the International Patent Application Publication No. WO 199847869) in methanol (2.0 mL) was added NaBH4 (23.32 mg, 0.616 mmol). After the suspended solution turned clear, it was quenched with water. The mixture was extracted with EA and concentrated. After removing the solvent, thionyl chloride (0.187 mL, 2.57 mmol) and DCM (2 mL) was added, and stirring co...